From a dataset of the Open Reaction Database (ORD), a public repository of structured organic reaction records. describe an organic reaction: reactants, conditions, products, and yield Starting materials: FC1=CC=C(OC=2C=C(C=CC2)C2=CC(CC2)=O)C=C1 (3-[3-(4-fluorophenoxy)phenyl]-2-cyclopentenone), Cl.NO (hydroxylamine hydrochloride). The solvent is ethanol-pyridine. Conditions: time 4 hour. The product is FC1=CC=C(OC=2C=C(C=CC2)C2=CC(CC2)=NO)C=C1 (3-[3-(4-Fluorophenoxy)phenyl]-2-cyclopenten-1-one oxime). Yield: 113.6%. RXN SMILES: [F:1][C:2]1[CH:20]=[CH:19][C:5]([O:6][C:7]2[CH:8]=[C:9]([C:13]3[CH2:17][CH2:16][C:15](=O)[CH:14]=3)[CH:10]=[CH:11][CH:12]=2)=[CH:4][CH:3]=1.Cl.[NH2:22][OH:23]>>[F:1][C:2]1[CH:20]=[CH:19][C:5]([O:6][C:7]2[CH:8]=[C:9]([C:13]3[CH2:17][CH2:16][C:15](=[N:22][OH:23])[CH:14]=3)[CH:10]=[CH:11][CH:12]=2)=[CH:4][CH:3]=1 |f:1.2|. Reported procedure: To a stirred solution of 3-[3-(4-fluorophenoxy)phenyl]-2-cyclopentenone (10 g; 0.0373M) in ethanol-pyridine (75 ml-21 ml) was added hydroxylamine hydrochloride (3.37 g; 0.0485M) at room temperature. After stirring for 4 hrs, solvent was removed. To the residue was added dilute aqueous HCl (100 ml), and the whole was extracted with ethyl acetate (200 ml×1, 100 ml×1). The combined organic layers were washed with water (100 ml), brine (100 ml), dried over MgSO4, and concentrated in vacuo to give 12... The reactants are [Li] (lithium), CC(CC(=O)NC=1C(=C(C2=C(C(CO2)C=2C=CC(=C(OCC(=O)OCC)C2)C(C)C)C1C)C)C)(C)C (ethyl (5-(5-((3,3-dimethylbutanoyl)amino)-4,6,7-trimethyl-2,3-dihydro-1-benzofuran-3-yl)-2-isopropylphenoxy)acetate), O (water). The solvent is C1CCOC1 (THF). Run at time 60 hour. Yields the product OCCOC=1C=C(C=CC1C(C)C)C1COC2=C1C(=C(C(=C2C)C)NC(CC(C)(C)C)=O)C (N-(3-(3-(2-Hydroxyethoxy)-4-isopropylphenyl)-4,6,7-trimethyl-2,3-dihydro-1-benzofuran-5-yl)-3,3-dimethylbutanamide). Isolated yield 70.6%. Reaction SMILES: [CH3:1][C:2]([CH3:36])([CH3:35])[CH2:3][C:4]([NH:6][C:7]1[C:8]([CH3:34])=[C:9]([CH3:33])[C:10]2[O:14][CH2:13][CH:12]([C:15]3[CH:16]=[CH:17][C:18]([CH:28]([CH3:30])[CH3:29])=[C:19]([CH:27]=3)[O:20][CH2:21][C:22](OCC)=[O:23])[C:11]=2[C:31]=1[CH3:32])=[O:5].[Li].O>C1COCC1>[OH:23][CH2:22][CH2:21][O:20][C:19]1[CH:27]=[C:15]([CH:12]2[C:11]3[C:31]([CH3:32])=[C:7]([NH:6][C:4](=[O:5])[CH2:3][C:2]([CH3:36])([CH3:35])[CH3:1])[C:8]([CH3:34])=[C:9]([CH3:33])[C:10]=3[O:14][CH2:13]2)[CH:16]=[CH:17][C:18]=1[CH:28]([CH3:29])[CH3:30] |^1:36|. Procedure: To a solution of ethyl (5-(5-((3,3-dimethylbutanoyl)amino)-4,6,7-trimethyl-2,3-dihydro-1-benzofuran-3-yl)-2-isopropylphenoxy)acetate (200 mg, 0.49 mmol) obtained in Example 188 in THF (5 mL) was added with ice-cooling lithium borotetrahydride (43 mg, 2.00 mmol). The reaction solution was warmed to room temperature and stirred for 60 hours. The reaction solution was added to ice and water was added to the reaction solution, and the product was extracted with ethyl acetate. The combined organic la... The reactants are CN1CC2=C(N(C=3C=CC(=CC23)C)CCN)CC1 (2-(1,2,3,4-tetrahydro-2,8-dimethylpyrido[4,3-b]indol-5-yl)ethanamine), CC=1C=NC=CC1C(=O)O (3-methylpyridine-4-carboxylic acid), C1(CCCCC1)N=C=NC1CCCCC1 (N,N′-dicyclohexylcarbodiimide), O (water). Reagents/catalysts: CN(C1=CC=NC=C1)C (4-dimethylaminopyridine). Run in ClCCl (dichloromethane). Run at time 4 hour. Product: CN1CC2=C(N(C=3C=CC(=CC23)C)CCNC(=O)C2=C(C=NC=C2)C)CC1 (N-(2-(1,2,3,4-tetrahydro-2,8-dimethylpyrido[4,3-b]indol-5-yl)ethyl)-3-methylpyridine-4-carboxamide). Yield: 4.7%. Reaction SMILES: [CH3:1][N:2]1[CH2:18][CH2:17][C:5]2[N:6]([CH2:14][CH2:15][NH2:16])[C:7]3[CH:8]=[CH:9][C:10]([CH3:13])=[CH:11][C:12]=3[C:4]=2[CH2:3]1.[CH3:19][C:20]1[CH:21]=[N:22][CH:23]=[CH:24][C:25]=1[C:26](O)=[O:27].C1(N=C=NC2CCCCC2)CCCCC1.O>CN(C)C1C=CN=CC=1.ClCCl>[CH3:1][N:2]1[CH2:18][CH2:17][C:5]2[N:6]([CH2:14][CH2:15][NH:16][C:26]([C:25]3[CH:24]=[CH:23][N:22]=[CH:21][C:20]=3[CH3:19])=[O:27])[C:7]3[CH:8]=[CH:9][C:10]([CH3:13])=[CH:11][C:12]=3[C:4]=2[CH2:3]1. Procedure: A mixture of 2-(1,2,3,4-tetrahydro-2,8-dimethylpyrido[4,3-b]indol-5-yl)ethanamine (0.1 g, 0.411 mmol), 3-methylpyridine-4-carboxylic acid (0.056 g, 0.411 mmol), N,N′-dicyclohexylcarbodiimide (0.093 g, 0.452 mmol) and 4-dimethylaminopyridine (0.055 g, 0.452 mmol) in dry dichloromethane (2.0 ml) were stirred at room temperature for 4 h. To the reaction mixture was added 10 ml of water and the product extracted with dichloromethane (10 ml×3). Combined dichloromethane layers were dried over sodium s... Starting materials: [OH-].[Na+] (sodium hydroxide), C(#N)CC1CC(C1)C(=O)OC (methyl 3-cyanomethylcyclobutane carboxylate). Solvent: CO (methanol). Reaction conditions: time 3 hour. The product is C(#N)CC1CC(C1)C(=O)O (3-Cyanomethylcyclobutanecarboxylic acid). RXN SMILES: [OH-].[Na+].[C:3]([CH2:5][CH:6]1[CH2:9][CH:8]([C:10]([O:12]C)=[O:11])[CH2:7]1)#[N:4]>CO>[C:3]([CH2:5][CH:6]1[CH2:9][CH:8]([C:10]([OH:12])=[O:11])[CH2:7]1)#[N:4] |f:0.1|. Reported procedure: An aqueous solution of sodium hydroxide (1M, 295 ml) was added dropwise over a period of 30 minutes to a stirred solution of methyl 3-cyanomethylcyclobutane carboxylate (21.0 g, 0.20 mol) in methanol (300 ml). After 3 hours, the reaction mixture was washed with hexane (2×75 ml) and the aqueous phase acidified with aqueous hydrochloric acid (2M, 150 ml) to pH5. The aqueous was extracted with ethyl acetate (2×100 ml) and the combined extracts dried, filtered and evaporated to a yellow oil (21 g). ... The reactants are FC1=C(C=O)C=CC(=C1)F (2,4-difluorobenzaldehyde), CC(C)(C)[N+](=O)[O-] (1,1-dimethylnitroethane), C(C)(=O)O (acetic acid). The reagents and catalysts are [Zn] (zinc). The solvent is C(C)O (ethanol). Conditions: temperature 5 celsius. The product is FC1=C(C=CC(=C1)F)C=[N+]([O-])C(C)(C)C (α-(2,4-difluorophenyl)-N-t-butylnitrone). RXN SMILES: [F:1][C:2]1[CH:9]=[C:8]([F:10])[CH:7]=[CH:6][C:3]=1[CH:4]=O.[CH3:11][C:12]([N+:15]([O-])=[O:16])([CH3:14])[CH3:13].C(O)(=O)C>C(O)C.[Zn]>[F:1][C:2]1[CH:9]=[C:8]([F:10])[CH:7]=[CH:6][C:3]=1[CH:4]=[N+:15]([C:12]([CH3:14])([CH3:13])[CH3:11])[O-:16]. Procedure: To a suspension of 2,4-difluorobenzaldehyde (608.9 mg, 4.28 mmol), 1,1-dimethylnitroethane (881.9 mg, 8.55 mmol) and zinc (840.0 mg, 12.8 mmol) in ethanol (15 ml) was added acetic acid (1.54 g, 25.6 mmol) dropwise at 5° C. while stirring. The mixture was stirred at room temperature for one day. After the mixture was cooled to 5° C., zinc acetate was filtered off and the filtrate was concentrated and purified by silica gel chromatography (hexane/ethyl acetate=4/1). Reactants: C(CCCCCCCCCCCCCCCCC)(=O)O (stearic acid), [Pb]=O (lead oxide). The solvent is C(C)(=O)O (acetic acid). Reaction conditions: time 1 minute. Product: C(CCCCCCCCCCCCCCCCC)(=O)[O-].[Pb+2].C(CCCCCCCCCCCCCCCCC)(=O)[O-] (lead stearate). As a reaction SMILES: [C:1]([OH:20])(=[O:19])[CH2:2][CH2:3][CH2:4][CH2:5][CH2:6][CH2:7][CH2:8][CH2:9][CH2:10][CH2:11][CH2:12][CH2:13][CH2:14][CH2:15][CH2:16][CH2:17][CH3:18].[Pb:21]=O>C(O)(=O)C>[C:1]([O-:20])(=[O:19])[CH2:2][CH2:3][CH2:4][CH2:5][CH2:6][CH2:7][CH2:8][CH2:9][CH2:10][CH2:11][CH2:12][CH2:13][CH2:14][CH2:15][CH2:16][CH2:17][CH3:18].[Pb+2:21].[C:1]([O-:20])(=[O:19])[CH2:2][CH2:3][CH2:4][CH2:5][CH2:6][CH2:7][CH2:8][CH2:9][CH2:10][CH2:11][CH2:12][CH2:13][CH2:14][CH2:15][CH2:16][CH2:17][CH3:18] |f:3.4.5|. Procedure: 100.4 g of stearic acid and 83.0 g of lead oxide were stirred at 45° C. and 0.3% of acetic acid added. After stirring for 1 minute, slight clumping occurred. After cooling for 5 minutes, stirring was continued. A pale yellowish powder having a lead content of 40.9%, a melting temperature of 114° C., and an acid value of 2.0 was obtained after 20 minutes.